Dataset: the Open Reaction Database (ORD), a public repository of structured organic reaction records. Task: describe an organic reaction: reactants, conditions, products, and yield The reactants are C(C)(C)NC(C)C (diisopropylamine), C(CCC)[Li] (butyllithium), CI (methyl iodide), C(C1=CC=CC=C1)[C@H]1CC(N1[Si](C)(C)C(C)(C)C)=O (4(S)-benzyl-1-(tert-butyldimethyl-silyl)azetidin-2-one). Run in C1CCOC1 (THF), CCOC(=O)C (EtOAc), C1CCOC1 (THF). Reaction conditions: time 15 minute. Yields the product C(C1=CC=CC=C1)[C@H]1[C@@H](C(N1[Si](C)(C)C(C)(C)C)=O)C (4(S)-benzyl-1-(tert-butyldimethylsilyl)-3(S)-methylazetidin-2-one). Yield: 82.9%. Reaction SMILES: [CH:1](NC(C)C)(C)C.C([Li])CCC.[CH2:13]([C@@H:20]1[N:23]([Si:24]([C:27]([CH3:30])([CH3:29])[CH3:28])([CH3:26])[CH3:25])[C:22](=[O:31])[CH2:21]1)[C:14]1[CH:19]=[CH:18][CH:17]=[CH:16][CH:15]=1.CI>C1COCC1.CCOC(C)=O>[CH2:13]([C@@H:20]1[N:23]([Si:24]([C:27]([CH3:28])([CH3:30])[CH3:29])([CH3:25])[CH3:26])[C:22](=[O:31])[C@H:21]1[CH3:1])[C:14]1[CH:15]=[CH:16][CH:17]=[CH:18][CH:19]=1. Procedure details: To a solution of diisopropylamine (705 μL, 5.03 mmol) in anhydrous THF (12 mL) at −20° was added butyllithium (2.87 mL, 4.60 mmol, 1.6 M in hexane). After the reaction mixture was cooled to −78°, a solution of 4(S)-benzyl-1-(tert-butyldimethyl-silyl)azetidin-2-one (640 mg, 2.32 mmol) in THF (4 mL) was added and the mixture was stirred at −78° for 15 min followed by addition of methyl iodide (488 mg, 214 μL, 3.44 mmol). After 10 min, the reaction mixture was poured into EtOAc (125 mL). The organi... Starting materials: Fc1cc(F)cc(C(Cl)(Cl)c2cc(F)cc(F)c2)c1, ClCCl, CCOC(=O)c1ccc(O)c(O)c1. The product is CCOC(=O)c1ccc2c(c1)OC(c1cc(F)cc(F)c1)(c1cc(F)cc(F)c1)O2. RXN SMILES: [Cl:1][C:2]([c:3]1[cH:4][c:5]([F:10])[cH:6][c:7]([F:9])[cH:8]1)([c:11]1[cH:12][c:13]([F:18])[cH:14][c:15]([F:17])[cH:16]1)[Cl:19].[Cl:33][CH2:34][Cl:35].[OH:20][c:21]1[cH:22][c:23]([C:24](=[O:25])[O:26][CH2:27][CH3:28])[cH:29][cH:30][c:31]1[OH:32]>>[C:2]1([c:3]2[cH:4][c:5]([F:10])[cH:6][c:7]([F:9])[cH:8]2)([c:11]2[cH:12][c:13]([F:18])[cH:14][c:15]([F:17])[cH:16]2)[O:20][c:21]2[cH:22][c:23]([C:24](=[O:25])[O:26][CH2:27][CH3:28])[cH:29][cH:30][c:31]2[O:32]1.